From a dataset of the Open Reaction Database (ORD), a public repository of structured organic reaction records. describe an organic reaction: reactants, conditions, products, and yield The reactants are [BH4-].[Na+] (sodium borohydride), O (water), Cl (hydrochloric acid), C(C)(=O)O (acetic acid). Run at time 3 hour. Yields the product O=C[C@H](O)[C@@H](O)[C@H](O)[C@H](O)CO (glucose), C([C@H](O)[C@@H](O)[C@H](O)[C@H](O)CO)O (glucitol). Reaction SMILES: [BH4-].[Na+].[C:3]([OH:6])(=O)[CH3:4].Cl.[OH2:8]>>[O:8]=[CH:4][C@@H:3]([C@H:4]([C@@H:3]([C@@H:4]([CH2:3][OH:6])[OH:8])[OH:6])[OH:8])[OH:6].[CH2:3]([OH:6])[C@@H:4]([C@H:3]([C@@H:4]([C@@H:4]([CH2:3][OH:6])[OH:8])[OH:8])[OH:6])[OH:8] |f:0.1|. Procedure details: To a mixture of 30 μl of the sample, 100 μl of 0.3% sodium borohydride in water was added. After standing for 3 hours at room temperature, 50 μl of 2 M acetic acid was added to the solution to decompose excess reducing reagent. The lyophilized sample was methanolyzed with 0.5 ml of 1.5 N anhydrous methanolic hydrochloric acid at 90° C. for 4 hours. The methanolysate was evaporated in vacuo, and the residue was trimethylsilylated in pyridine with hexamethyldisilazane and trimethylsilyl chloride f... The reactants are [Cl-], Nc1nc(Cl)c(Cl)nc1C=O, [NH4+], [Li]c1nccs1. Yields the product Nc1nc(Cl)c(Cl)nc1C(O)c1nccs1. RXN SMILES: [Cl-:18].[NH2:1][c:2]1[n:3][c:4]([Cl:11])[c:5]([Cl:10])[n:6][c:7]1[CH:8]=[O:9].[NH4+:19].[s:12]1[c:13]([Li:17])[n:14][cH:15][cH:16]1>>[NH2:1][c:2]1[n:3][c:4]([Cl:11])[c:5]([Cl:10])[n:6][c:7]1[CH:8]([OH:9])[c:13]1[s:12][cH:16][cH:15][n:14]1. Reactants: BrC1=CC=CC(=N1)C(=O)O (6-Bromopicolinic acid), CN (methyl amine), C(=O)(C=1NC=CN1)C=1NC=CN1 (carbonyl diimidazole). RXN SMILES: [Br:1][C:2]1[N:7]=[C:6]([C:8]([OH:10])=O)[CH:5]=[CH:4][CH:3]=1.CN.C(C1NC=CN=1)([C:15]1[NH:16]C=CN=1)=O>>[CH3:15][NH:16][C:8]([C:6]1[CH:5]=[CH:4][CH:3]=[C:2]([Br:1])[N:7]=1)=[O:10]. Procedure: 6-Bromopicolinic acid (Aldrich) was coupled with methyl amine using carbonyl diimidazole (CDI) as coupling reagent to afford 6-bromopyridine-2-carboxylic acid methylamide. The 6-bromopyridine-2-carboxylic acid methylamide underwent Suzuki coupling with 4-phenoxyphenylboronic acid, in the presence of tetrakis(triphenylphosphine)palladium as catalyst to give 6-(4-phenoxyphenyl)pyridine-2-carboxylic acid methylamide as a solid. 1H NMR (CDCl3): δ 8.12 (d, J=7.8 Hz, 1H), 7.98 (d, J=8.7 Hz, 2H), 7.90 ... Product: CNC(=O)C1=NC(=CC=C1)Br (6-bromopyridine-2-carboxylic acid methylamide). Reactants: CC(=O)[O-], [BH3-]C#N, CO, O=Cc1cnc(NC(=O)C(CC2CCCCC2)n2cnc3ccc(F)cc3c2=O)s1, ClCCl, [Na+], [Na+]. Yields the product O=C(Nc1ncc(CO)s1)C(CC1CCCCC1)n1cnc2ccc(F)cc2c1=O. As a reaction SMILES: [C:31]([O-:32])(=[O:33])[CH3:34].[C:36]([BH3-:37])#[N:38].[CH3:43][OH:44].[CH:1]1([CH2:7][CH:8]([C:9](=[O:10])[NH:11][c:12]2[s:13][c:14]([CH:17]=[O:18])[cH:15][n:16]2)[n:19]2[cH:20][n:21][c:22]3[cH:23][cH:24][c:25]([F:30])[cH:26][c:27]3[c:28]2=[O:29])[CH2:2][CH2:3][CH2:4][CH2:5][CH2:6]1.[Cl:40][CH2:41][Cl:42].[Na+:35].[Na+:39]>>[CH:1]1([CH2:7][CH:8]([C:9](=[O:10])[NH:11][c:12]2[s:13][c:14]([CH2:17][OH:18])[cH:15][n:16]2)[n:19]2[cH:20][n:21][c:22]3[cH:23][cH:24][c:25]([F:30])[cH:26][c:27]3[c:28]2=[O:29])[CH2:2][CH2:3][CH2:4][CH2:5][CH2:6]1. Starting materials: FC1=CC=C(C(=O)N2C(C(CC2)C#N)=O)C=C1 (1-(4-fluorobenzoyl)-2-oxopyrrolidine-3-carbonitrile), [H-].[Na+] (sodium hydride), oil, ICC (iodoethane), C(CC(O)(C(=O)O)CC(=O)O)(=O)O (citric acid). The solvent is CN(C)C=O (DMF). The product is C(C)C1(C(N(CC1)C(C1=CC=C(C=C1)F)=O)=O)C#N (3-ethyl-1-(4-fluorobenzoyl)-2-oxopyrrolidine-3-carbonitrile). RXN SMILES: [F:1][C:2]1[CH:17]=[CH:16][C:5]([C:6]([N:8]2[CH2:12][CH2:11][CH:10]([C:13]#[N:14])[C:9]2=[O:15])=[O:7])=[CH:4][CH:3]=1.[H-].[Na+].I[CH2:21][CH3:22].C(O)(=O)CC(CC(O)=O)(C(O)=O)O>CN(C=O)C>[CH2:21]([C:10]1([C:13]#[N:14])[CH2:11][CH2:12][N:8]([C:6](=[O:7])[C:5]2[CH:16]=[CH:17][C:2]([F:1])=[CH:3][CH:4]=2)[C:9]1=[O:15])[CH3:22] |f:1.2|. Procedure details: To a solution of 1-(4-fluorobenzoyl)-2-oxopyrrolidine-3-carbonitrile (25 g) in DMF (215 mL) was added a sodium hydride 60% dispersion in mineral oil (6.5 g) under ice-cooling. The reaction mixture was stirred under ice-cooling for 1 hr, and iodoethane (17 mL) was added slowly thereto. The reaction mixture was stirred under ice-cooling for 2 hr, and poured into 10% aqueous citric acid solution, and the mixture was extracted with ethyl acetate. The extract was washed with saturated brine, and drie... Starting materials: [N+](=O)([O-])C=1C=C(C=CC1)O (3-nitrophenol), 1-chloro-3-[imidazo-1-yl]-propane, KCO3, [Na+].[I-] (NaI). The solvent is CN(C)C=O (DMF). Conditions: temperature 120 celsius. Product: [N+](=O)([O-])C1=CC=CC=C1 (nitrobenzene). As a reaction SMILES: [N+:1]([C:4]1[CH:5]=[C:6](O)[CH:7]=[CH:8][CH:9]=1)([O-:3])=[O:2].[Na+].[I-]>CN(C=O)C>[N+:1]([C:4]1[CH:5]=[CH:6][CH:7]=[CH:8][CH:9]=1)([O-:3])=[O:2] |f:1.2|. Procedure details: A suspension of 3-nitrophenol (837 mg, 6.02 mmole), 1-chloro-3-[imidazo-1-yl]-propane (871 mg, 1 eq), KCO3 (3.3 μm, 4 eq) and NaI (1.0 μm, 1.1 eq) in DMF was heated at 120° C. for 6 hr. After cooling to RT, the reaction was filtered and the filter cake was washed with DMF. The solvent was removed from the filtrate and the residue was chromatographed (radial chromatography; 4 mm silica gel plate that was eluted with a step gradient of DCM containing 0, 1, 2.5, 5, 7.5% MeOH) to afford 400 mg of 3-... The reactants are CC(=O)OC(C)=O, COc1ccc(-n2nc(C(F)(F)F)cc2-c2ccc(S(C)(=O)=O)cc2)cc1, O=[N+]([O-])O. Reaction SMILES: [CH3:32][C:33]([O:34][C:35](=[O:36])[CH3:37])=[O:38].[CH3:5][O:6][c:7]1[cH:8][cH:9][c:10](-[n:13]2[n:14][c:15]([C:28]([F:29])([F:30])[F:31])[cH:16][c:17]2-[c:18]2[cH:19][cH:20][c:21]([S:24](=[O:25])(=[O:26])[CH3:27])[cH:22][cH:23]2)[cH:11][cH:12]1.[OH:1][N+:2]([O-:3])=[O:4]>>[O-:1][N+:2](=[O:4])[c:12]1[c:7]([O:6][CH3:5])[cH:8][cH:9][c:10](-[n:13]2[n:14][c:15]([C:28]([F:29])([F:30])[F:31])[cH:16][c:17]2-[c:18]2[cH:19][cH:20][c:21]([S:24](=[O:25])(=[O:26])[CH3:27])[cH:22][cH:23]2)[cH:11]1. Yields the product COc1ccc(-n2nc(C(F)(F)F)cc2-c2ccc(S(C)(=O)=O)cc2)cc1[N+](=O)[O-].